This data is from the Open Reaction Database (ORD), a public repository of structured organic reaction records. The task is: describe an organic reaction: reactants, conditions, products, and yield The reactants are OCC1C(NC2CCC(CC2C1)CC1=CC=C(C=C1)OC)=O ((±)-(3RS,4aRS,6SR,8aSR)-3,4,4a,5,6,7,8,8a-octahydro-3-hydroxymethyl-6-((4-methoxyphenyl)methyl)quinolin-2[1H]-one), [BH4-].[Li+] (lithium borohydride). Run in C1CCOC1.C1(=CC=CC=C1)C (THF toluene). Yields the product OCC1CNC2CCC(CC2C1)CC1=CC=C(C=C1)OC ((±)-(3RS,4aSR,6RS,8aRS)-1,2,3,4,4a,5,6,7,8,8a-Decahydro-3-hydroxymethyl-6-((4-methoxyphenyl)methyl)quinoline). As a reaction SMILES: [OH:1][CH2:2][CH:3]1[CH2:12][CH:11]2[CH:6]([CH2:7][CH2:8][CH:9]([CH2:13][C:14]3[CH:19]=[CH:18][C:17]([O:20][CH3:21])=[CH:16][CH:15]=3)[CH2:10]2)[NH:5][C:4]1=O.[BH4-].[Li+]>C1COCC1.C1(C)C=CC=CC=1>[OH:1][CH2:2][CH:3]1[CH2:12][CH:11]2[CH:6]([CH2:7][CH2:8][CH:9]([CH2:13][C:14]3[CH:19]=[CH:18][C:17]([O:20][CH3:21])=[CH:16][CH:15]=3)[CH2:10]2)[NH:5][CH2:4]1 |f:1.2,3.4|. Procedure details: In a manner analogous to Example 1, (±)-(3RS,4aRS,6SR,8aSR)-3,4,4a,5,6,7,8,8a-octahydro-3-hydroxymethyl-6-((4-methoxyphenyl)methyl)quinolin-2[1H]-one (prepared according to step a)) was reduced by heating at 100° C. in the presence of lithium borohydride solution in THF/toluene to give the title compound, mg. 282°-4° C. (HCl, hemihydrate salt). The reactants are O(C1=CC=CC=C1)C(C#N)C (2-phenoxypropionitrile), [H-].[Al+3].[Li+].[H-].[H-].[H-] (lithium aluminium hydride), [OH-].[Na+] (sodium hydroxide), O (water), O (water). Run in CCOCC (ether), CCOCC (ether). Run at time 20 minute. Yields the product O(C1=CC=CC=C1)C(CN)C (2-phenoxypropylamine). As a reaction SMILES: [O:1]([CH:8]([CH3:11])[C:9]#[N:10])[C:2]1[CH:7]=[CH:6][CH:5]=[CH:4][CH:3]=1.[H-].[Al+3].[Li+].[H-].[H-].[H-].O.[OH-].[Na+]>CCOCC>[O:1]([CH:8]([CH3:11])[CH2:9][NH2:10])[C:2]1[CH:7]=[CH:6][CH:5]=[CH:4][CH:3]=1 |f:1.2.3.4.5.6,8.9|. Reported procedure: A solution of 2-phenoxypropionitrile (11.0 s.) in dry ether (50 ml.) was added dropwise to a stirred suspension of lithium aluminium hydride (3.8 g.) in dry ether (50 ml.). The mixture was then heated to reflux for 3 hours, cooled and treated cautiously (vigorous stirring) with water (3.8 ml.) then with 15% aqueous sodium hydroxide (3.8 ml.) and finally with water (11.4 ml.). The mixture was stirred for 20 minutes and filtered. The filtrate was dried over anhydrous potassium carbonate and evapor... Starting materials: solution, S1C(=NC2=C1C=CC=C2)NC(=O)C2(C(N(C(C(N2)=O)CC(C)C)OCC2=CC=CC=C2)=O)CC2=CC=CC=C2 ((3RS,6SR)-3-(benzothiazol-2-yl)carbamoyl-3-benzyl-1-benzyloxy-6-isobutylpipera- zine-2,5-dione), [H][H] (hydrogen). The reagents and catalysts are [C].[Pd] (palladium-carbon). Solvent: O1CCOCC1 (dioxane). Product: S1C(=NC2=C1C=CC=C2)NC(=O)C2(C(N(C(C(N2)=O)CC(C)C)O)=O)CC2=CC=CC=C2 ((3RS,6SR)-3-(benzothiazol-2-yl)carbamoyl-3-benzyl-1-hydroxy-6-isobutylpiperazine-2,5-dione). Isolated yield 43.0%. As a reaction SMILES: [S:1]1[C:5]2[CH:6]=[CH:7][CH:8]=[CH:9][C:4]=2[N:3]=[C:2]1[NH:10][C:11]([C:13]1([CH2:33][C:34]2[CH:39]=[CH:38][CH:37]=[CH:36][CH:35]=2)[NH:18][C:17](=[O:19])[CH:16]([CH2:20][CH:21]([CH3:23])[CH3:22])[N:15]([O:24]CC2C=CC=CC=2)[C:14]1=[O:32])=[O:12].[H][H]>O1CCOCC1.[C].[Pd]>[S:1]1[C:5]2[CH:6]=[CH:7][CH:8]=[CH:9][C:4]=2[N:3]=[C:2]1[NH:10][C:11]([C:13]1([CH2:33][C:34]2[CH:35]=[CH:36][CH:37]=[CH:38][CH:39]=2)[NH:18][C:17](=[O:19])[CH:16]([CH2:20][CH:21]([CH3:23])[CH3:22])[N:15]([OH:24])[C:14]1=[O:32])=[O:12] |f:3.4|. Reported procedure: 0.80 g of 10% palladium-carbon was added to 30 ml of a solution of 1.56 g of (3RS,6SR)-3-(benzothiazol-2-yl)carbamoyl-3-benzyl-1-benzyloxy-6-isobutylpipera- zine-2,5-dione in dioxane. The mixture was stirred at room temperature for 4 hours in a hydrogen current. The reaction mixture was filtered to remove the catalyst. The filtrate was subjected to distillation to remove the solvent. The resulting light brown oily substance was recrystallized using dichloromethane, to obtain 0.56 g of (3RS,6SR)-...